Dataset: the Open Reaction Database (ORD), a public repository of structured organic reaction records. Task: describe an organic reaction: reactants, conditions, products, and yield Starting materials: BrN1C(CCC1=O)=O (N-Bromosuccinimide), CC(C)(C#N)N=NC(C)(C)C#N (AIBN), C1OC=2C=C(C=CC2O1)CC(=O)OC (methyl (3,4-methylenedioxyphenyl)acetate). The product is BrC(C(=O)OC)C1=CC2=C(C=C1)OCO2 (methyl 2-bromo-2-(3,4-methylenedioxyphenyl)acetate). RXN SMILES: [Br:1]N1C(=O)CCC1=O.CC(N=NC(C#N)(C)C)(C#N)C.[CH2:21]1[O:29][C:28]2[CH:27]=[CH:26][C:25]([CH2:30][C:31]([O:33][CH3:34])=[O:32])=[CH:24][C:23]=2[O:22]1>>[Br:1][CH:30]([C:25]1[CH:26]=[CH:27][C:28]2[O:29][CH2:21][O:22][C:23]=2[CH:24]=1)[C:31]([O:33][CH3:34])=[O:32]. Reported procedure: N-Bromosuccinimide (3.95 g, 22.2 mMol) and AIBN (0.098 g, 0.06 mMol) were added to a solution of methyl (3,4-methylenedioxyphenyl)acetate (3.9 g, 21.2 mMol) and the mixture was refluxed for 2.5 h. The reaction was cooled and filtered. The filtrate was concentrated in vacuo and the residue obtained was purified by flash chromatography on silica-gel using 10% ethyl acetate-hexane. Yield 2.6 g (oil). Reactants: [Cl-] (chloride), N1=CC(=CC=C1)C1=CC(=C2CCCCN12)C(=O)O (3-(3-pyridyl)-5,6,7,8-tetrahydroindolizine-1-carboxylic acid), Cl (hydrochloric acid), [Cl-].[Mg+2].[Cl-] (magnesium chloride), C(CC(=O)OC)(=O)OC (dimethyl malonate). The solvent is C(C)#N (acetonitrile), O (water), C(C)N(CC)CC (triethylamine), C(C)#N (acetonitrile), C(C)N(CC)CC (triethylamine). Conditions: time 1 hour. Product: COC(=O)C(C(=O)OC)C(C=1C=C(N2CCCCC12)C=1C=NC=CC1)=O (methyl 2-(methoxycarbonyl)-3-oxo-3-[3-(3-pyridyl)-5,6,7,8-tetrahydro-1-indolizinyl]propionate). RXN SMILES: [Cl-].[Mg+2].[Cl-].[C:4]([O:11][CH3:12])(=[O:10])[CH2:5][C:6]([O:8][CH3:9])=[O:7].[Cl-].[N:14]1[CH:19]=[CH:18][CH:17]=[C:16]([C:20]2[N:28]3[C:23]([CH2:24][CH2:25][CH2:26][CH2:27]3)=[C:22]([C:29](O)=[O:30])[CH:21]=2)[CH:15]=1.Cl>C(#N)C.O.C(N(CC)CC)C>[CH3:9][O:8][C:6]([CH:5]([C:29](=[O:30])[C:22]1[CH:21]=[C:20]([C:16]2[CH:15]=[N:14][CH:19]=[CH:18][CH:17]=2)[N:28]2[C:23]=1[CH2:24][CH2:25][CH2:26][CH2:27]2)[C:4]([O:11][CH3:12])=[O:10])=[O:7] |f:0.1.2|. Reported procedure: 6.8 cm3 of triethylamine are added dropwise to a suspension of 1.4 g of magnesium chloride in 16 cm3 of acetonitrile under argon, followed, after 5 minutes, by 2.9 cm3 of dimethyl malonate. The resulting white suspension is then stirred at ambient temperature under argon for 1 hour. To this suspension is then added, via a cannula, a suspension, prepared beforehand from 6.3 g of the chloride of 3-(3-pyridyl)-5,6,7,8-tetrahydroindolizine-1-carboxylic acid in 36 cm3 of acetonitrile under argon, to ... Starting materials: Nc1cccc(-c2c(C(=O)c3ccccc3)cnc3c(C(F)(F)F)cccc23)c1, O=Cc1ccc(C=C2SC(=O)NC2=O)cc1. The product is O=C1NC(=O)C(=Cc2ccc(CNc3cccc(-c4c(C(=O)c5ccccc5)cnc5c(C(F)(F)F)cccc45)c3)cc2)S1. RXN SMILES: [NH2:1][c:2]1[cH:3][c:4](-[c:8]2[c:9]([C:22](=[O:23])[c:24]3[cH:25][cH:26][cH:27][cH:28][cH:29]3)[cH:10][n:11][c:12]3[c:13]([C:18]([F:19])([F:20])[F:21])[cH:14][cH:15][cH:16][c:17]23)[cH:5][cH:6][cH:7]1.[O:30]=[C:31]1[S:32][C:33](=[CH:37][c:38]2[cH:39][cH:40][c:41]([CH:42]=[O:43])[cH:44][cH:45]2)[C:34](=[O:36])[NH:35]1>>[NH:1]([c:2]1[cH:3][c:4](-[c:8]2[c:9]([C:22](=[O:23])[c:24]3[cH:25][cH:26][cH:27][cH:28][cH:29]3)[cH:10][n:11][c:12]3[c:13]([C:18]([F:19])([F:20])[F:21])[cH:14][cH:15][cH:16][c:17]23)[cH:5][cH:6][cH:7]1)[CH2:42][c:41]1[cH:40][cH:39][c:38]([CH:37]=[C:33]2[S:32][C:31](=[O:30])[NH:35][C:34]2=[O:36])[cH:45][cH:44]1. Reactants: CCOC(=O)CP(=O)(OCC)OCC, CC(=O)c1ccc(CCC(C)(C)NC=O)cc1, [H-], [Na+]. The product is CCOC(=O)C=C(C)c1ccc(CCC(C)(C)NC=O)cc1. Reaction SMILES: [CH3:18][CH2:19][O:20][C:21](=[O:22])[CH2:23][P:24]([O:25][CH2:26][CH3:27])([O:28][CH2:29][CH3:30])=[O:31].[CH:1](=[O:2])[NH:3][C:4]([CH2:5][CH2:6][c:7]1[cH:8][cH:9][c:10]([C:13]([CH3:14])=[O:15])[cH:11][cH:12]1)([CH3:16])[CH3:17].[H-:32].[Na+:33]>>[CH:1](=[O:2])[NH:3][C:4]([CH2:5][CH2:6][c:7]1[cH:8][cH:9][c:10]([C:13]([CH3:14])=[CH:23][C:21]([O:20][CH2:19][CH3:18])=[O:22])[cH:11][cH:12]1)([CH3:16])[CH3:17].